This data is from the Open Reaction Database (ORD), a public repository of structured organic reaction records. The task is: describe an organic reaction: reactants, conditions, products, and yield Reaction SMILES: [Br:17][CH2:18][CH2:19][CH2:20][CH2:21][CH2:22][CH2:23][CH2:24][C:25](=[O:26])[Cl:27].[NH2:7][c:8]1[cH:9][cH:10][c:11]([C:12](=[O:13])[NH2:14])[cH:15][cH:16]1.[cH:1]1[cH:2][cH:3][n:4][cH:5][cH:6]1>>[NH:7]([c:8]1[cH:9][cH:10][c:11]([C:12](=[O:13])[NH2:14])[cH:15][cH:16]1)[C:25]([CH2:24][CH2:23][CH2:22][CH2:21][CH2:20][CH2:19][CH2:18][Br:17])=[O:26]. Reactants: O=C(Cl)CCCCCCCBr, NC(=O)c1ccc(N)cc1, c1ccncc1. The product is NC(=O)c1ccc(NC(=O)CCCCCCCBr)cc1. Reactants: [BH4-], COCC(C)Oc1cc(Oc2ccc(C(C)=O)cc2)cc(-c2ccc(-c3nccs3)[nH]2)c1, CO, [Cl-], [NH4+], [Na+], C1CCOC1. The product is COCC(C)Oc1cc(Oc2ccc(C(C)O)cc2)cc(-c2ccc(-c3nccs3)[nH]2)c1. RXN SMILES: [BH4-:33].[CH3:1][O:2][CH2:3][CH:4]([O:5][c:6]1[cH:7][c:8]([O:9][c:10]2[cH:11][cH:12][c:13]([C:16]([CH3:17])=[O:18])[cH:14][cH:15]2)[cH:19][c:20](-[c:22]2[nH:23][c:24](-[c:27]3[s:28][cH:29][cH:30][n:31]3)[cH:25][cH:26]2)[cH:21]1)[CH3:32].[CH3:42][OH:43].[Cl-:35].[NH4+:36].[Na+:34].[O:37]1[CH2:38][CH2:39][CH2:40][CH2:41]1>>[CH3:1][O:2][CH2:3][CH:4]([O:5][c:6]1[cH:7][c:8]([O:9][c:10]2[cH:11][cH:12][c:13]([CH:16]([CH3:17])[OH:18])[cH:14][cH:15]2)[cH:19][c:20](-[c:22]2[nH:23][c:24](-[c:27]3[s:28][cH:29][cH:30][n:31]3)[cH:25][cH:26]2)[cH:21]1)[CH3:32]. Reactants: FC=1C=C(C=O)C=C(C1F)F (3,4,5-Trifluorobenzaldehyde), COC=1C=C(CC#N)C=CC1OC (3,4-dimethoxybenzyl cyanide). Yields the product COC=1C=C(C=CC1OC)/C(/C#N)=C/C1=CC(=C(C(=C1)F)F)F ((Z)-2-(3,4-dimethoxy-phenyl)-3-(3,4,5-trifluoro-phenyl)-acrylonitrile). Yield: 18.8%. As a reaction SMILES: [F:1][C:2]1[CH:3]=[C:4]([CH:7]=[C:8]([F:11])[C:9]=1[F:10])[CH:5]=O.[CH3:12][O:13][C:14]1[CH:15]=[C:16]([CH:20]=[CH:21][C:22]=1[O:23][CH3:24])[CH2:17][C:18]#[N:19]>>[CH3:12][O:13][C:14]1[CH:15]=[C:16](/[C:17](=[CH:5]/[C:4]2[CH:3]=[C:2]([F:1])[C:9]([F:10])=[C:8]([F:11])[CH:7]=2)/[C:18]#[N:19])[CH:20]=[CH:21][C:22]=1[O:23][CH3:24]. Procedure: 3,4,5-Trifluorobenzaldehyde (160 mg) and 3,4-dimethoxybenzyl cyanide (177 mg) were subjected to condensation in accordance with process B of (production process 2), to thereby produce the target product (60 mg, yield: 19%).